This data is from the Open Reaction Database (ORD), a public repository of structured organic reaction records. The task is: describe an organic reaction: reactants, conditions, products, and yield Reactants: ClCCl, O=C(Cl)c1ccc([N+](=O)[O-])cc1, [N-]=[N+]=[N-], N#Cc1ccccc1N, [Na+], c1ccncc1, Nc1ccccc1-c1nnn[nH]1. Yields the product O=C(Nc1ccccc1-c1nnn[nH]1)c1ccc([N+](=O)[O-])cc1. As a reaction SMILES: [Cl:38][CH2:39][Cl:40].[N+:26](=[O:27])([O-:28])[c:29]1[cH:30][cH:31][c:32]([C:33](=[O:34])[Cl:35])[cH:36][cH:37]1.[N-:23]=[N+:24]=[N-:25].[NH2:13][c:14]1[cH:15][cH:16][cH:17][cH:18][c:19]1[C:20]#[N:21].[Na+:22].[cH:41]1[cH:42][cH:43][n:44][cH:45][cH:46]1.[nH:1]1[n:2][n:3][n:4][c:5]1-[c:6]1[c:7]([NH2:8])[cH:9][cH:10][cH:11][cH:12]1>>[nH:1]1[n:2][n:3][n:4][c:5]1-[c:6]1[c:7]([NH:8][C:33]([c:32]2[cH:31][cH:30][c:29]([N+:26](=[O:27])[O-:28])[cH:37][cH:36]2)=[O:34])[cH:9][cH:10][cH:11][cH:12]1. Reactants: N1=C2C(=NO1)C=C(C=C2)CCN2CCNCC2 (1-[2-(benzofurazan-5-yl)ethyl]piperazine), C(C)(C)N(CC)C(C)C (diisopropylethylamine), N1C=CC2=CC(=CC=C12)C(=O)O (Indole-5-carboxylic acid), C(C(=O)Cl)(=O)Cl (oxalyl chloride). Reagents/catalysts: CN(C)C=O (DMF). The solvent is ClCCl (dichloromethane), C1CCOC1 (THF). Run at time 3 hour. Yields the product N1=C2C(=NO1)C=C(C=C2)CCN2CCN(CC2)C(=O)C=2C=C1C=CNC1=CC2 (4-[2-(Benzofurazan-5-yl)ethyl]-1-(indole-5-carbonyl)piperazine). Reaction SMILES: [NH:1]1[C:9]2[C:4](=[CH:5][C:6]([C:10]([OH:12])=O)=[CH:7][CH:8]=2)[CH:3]=[CH:2]1.C(Cl)(=O)C(Cl)=O.[N:19]1[O:23][N:22]=[C:21]2[CH:24]=[C:25]([CH2:28][CH2:29][N:30]3[CH2:35][CH2:34][NH:33][CH2:32][CH2:31]3)[CH:26]=[CH:27][C:20]=12.C(N(C(C)C)CC)(C)C>C1COCC1.CN(C=O)C.ClCCl>[N:19]1[O:23][N:22]=[C:21]2[CH:24]=[C:25]([CH2:28][CH2:29][N:30]3[CH2:31][CH2:32][N:33]([C:10]([C:6]4[CH:5]=[C:4]5[C:9](=[CH:8][CH:7]=4)[NH:1][CH:2]=[CH:3]5)=[O:12])[CH2:34][CH2:35]3)[CH:26]=[CH:27][C:20]=12. Procedure details: Indole-5-carboxylic acid (57 mg, 0.35 mmol) was dissolved in THF (2 ml) and DMF (1 drop), then oxalyl chloride (37 μl, 54 mg, 0.42 mmol) was added. The mixture was stirred at room temperature for 3 hours, the solvent was evaporated under reduced pressure and the residue was dissolved in DMF (2 ml) and added to a stirred solution of 1-[2-(benzofurazan-5-yl)ethyl]piperazine (81 mg, 0.35 mmol) and diisopropylethylamine (91 μl, 68 mg, 0.52 mmol) in dichloromethane (1 ml). The mixture was stirred at ... Reactants: FC=1C=C(C=CC1F)C(C(C)O)=O (1-(3,4-difluorophenyl)-2-hydroxy-propan-1-one), Cl.NO (hydroxylamine hydrochloride), C(C)(=O)[O-].[Na+] (sodium acetate). Run in CO (MeOH). Run at time 8 hour. Yields the product FC=1C=C(C=CC1F)C(C(C)O)=NO (1-(3,4-difluorophenyl)-2-hydroxy-propan-1-one-oxime). The yield is 97.4%. As a reaction SMILES: [F:1][C:2]1[CH:3]=[C:4]([C:9](=O)[CH:10]([OH:12])[CH3:11])[CH:5]=[CH:6][C:7]=1[F:8].Cl.[NH2:15][OH:16].C([O-])(=O)C.[Na+]>CO>[F:1][C:2]1[CH:3]=[C:4]([C:9](=[N:15][OH:16])[CH:10]([OH:12])[CH3:11])[CH:5]=[CH:6][C:7]=1[F:8] |f:1.2,3.4|. Reported procedure: To a well stirred solution of 1-(3,4-difluorophenyl)-2-hydroxy-propan-1-one (5.5 g, 29.6 mmol) in MeOH (200 mL) was added hydroxylamine hydrochloride (2.6 g, 38.4 mmol) and sodium acetate (8.1 g, 59.2 mmol) and the turbid solution was stirred overnight at room temperature. The solvent was evaporated and the residue was extracted with CH2Cl2. The organic layer was washed with sat. NaHCO3, separated, dried over Na2SO4 and then filtered. The solvent was removed in vacuo to obtain 1-(3,4-difluorophe... Reactants: ice water, [OH-].[Na+] (sodium hydroxide), CN(C1=C(C=C(C=C1)[N+](=O)[O-])C=1OC=CN1)C (dimethyl-(4-nitro-2-oxazol-2-yl-phenyl)-amine). Reagents/catalysts: [Fe] (Iron). The solvent is C(C)(=O)O (acetic acid). Run at time 8 hour. The product is CN(C1=C(C=C(C=C1)N)C=1OC=CN1)C (N1,N1-dimethyl-2-oxazol-2-yl-benzene-1,4-diamine). Yield: 85.8%. RXN SMILES: [CH3:1][N:2]([CH3:17])[C:3]1[CH:8]=[CH:7][C:6]([N+:9]([O-])=O)=[CH:5][C:4]=1[C:12]1[O:13][CH:14]=[CH:15][N:16]=1.[OH-].[Na+]>C(O)(=O)C.[Fe]>[CH3:1][N:2]([CH3:17])[C:3]1[CH:8]=[CH:7][C:6]([NH2:9])=[CH:5][C:4]=1[C:12]1[O:13][CH:14]=[CH:15][N:16]=1 |f:1.2|. Procedure details: Iron powder (0.15 g, 2.574 mmol) was added to a solution of dimethyl-(4-nitro-2-oxazol-2-yl-phenyl)-amine (200 mg, 0.86 mmol) in acetic acid (3 ml) and stirred overnight at room temperature. The reaction mixture was poured into ice water and basified with dilute sodium hydroxide solution and then filtered. The filtrate was extracted with ethyl acetate, and the organic layer was washed with water, then brine and dried. Evaporation to dryness gave N1,N1-dimethyl-2-oxazol-2-yl-benzene-1,4-diamine (... Reactants: ClC=1C=C(C=CC1Cl)C(CC=O)C1N(C(C2=C(C=CC=C12)OC)=O)C (3-(3,4-Dichlorophenyl)-3-(4-methoxy-2-methyl-3-oxo-2,3-dihydro-1H-isoindol-1-yl)propionaldehyde), OC1(CCNCC1)C1=CC=CC=C1 (4-hydroxy-4-phenylpiperidine). The product is Cl.ClC=1C=C(C=CC1Cl)C(CCN1CCC(CC1)(C1=CC=CC=C1)O)C1N(C(C2=C(C=CC=C12)OC)=O)C (3-[1-(3,4-Dichlorophenyl)-3-(4-hydroxy-4-phenylpiperidino)propyl]-7-methoxy-2-methyl-2,3-dihydroisoindol-1-one hydrochloride). Yield: 115.9%. As a reaction SMILES: [Cl:1][C:2]1[CH:3]=[C:4]([CH:9]([CH:13]2[C:21]3[C:16](=[C:17]([O:22][CH3:23])[CH:18]=[CH:19][CH:20]=3)[C:15](=[O:24])[N:14]2[CH3:25])[CH2:10][CH:11]=O)[CH:5]=[CH:6][C:7]=1[Cl:8].[OH:26][C:27]1([C:33]2[CH:38]=[CH:37][CH:36]=[CH:35][CH:34]=2)[CH2:32][CH2:31][NH:30][CH2:29][CH2:28]1>>[ClH:1].[Cl:1][C:2]1[CH:3]=[C:4]([CH:9]([CH:13]2[C:21]3[C:16](=[C:17]([O:22][CH3:23])[CH:18]=[CH:19][CH:20]=3)[C:15](=[O:24])[N:14]2[CH3:25])[CH2:10][CH2:11][N:30]2[CH2:31][CH2:32][C:27]([OH:26])([C:33]3[CH:38]=[CH:37][CH:36]=[CH:35][CH:34]=3)[CH2:28][CH2:29]2)[CH:5]=[CH:6][C:7]=1[Cl:8] |f:2.3|. Reported procedure: 3-(3,4-Dichlorophenyl)-3-(4-methoxy-2-methyl-3-oxo-2,3-dihydro-1H-isoindol-1-yl)propionaldehyde (0.95 g) was coupled to 4-hydroxy-4-phenylpiperidine (0.44 g) by a method similar to that described in Example 8. The reaction product was purified by chromatography and converted to the corresponding hydrochloride salt as described in the Example 8 to afford the title compound (0.838 g); mp 163°-185° C.; MS: m/z=539(M+1); NMR(CD3SOCD3): 1.78 (m,2), 2.10 (m,1), 2.98-3.22 (two peaks,3), 3.77 (s,3), 4.7... The reactants are CCCc1c(SCCCCSc2nc3ccc(C(=O)OCC)cc3[nH]2)ccc(C(C)=O)c1O, C1COCCO1, Cl, [Na+], [OH-], O. Product: CCCc1c(SCCCCSc2nc3ccc(C(=O)O)cc3[nH]2)ccc(C(C)=O)c1O. RXN SMILES: [C:1]([CH3:2])(=[O:3])[c:4]1[c:5]([OH:33])[c:6]([CH2:30][CH2:31][CH3:32])[c:7]([S:10][CH2:11][CH2:12][CH2:13][CH2:14][S:15][c:16]2[nH:17][c:18]3[c:19]([n:20]2)[cH:21][cH:22][c:23]([C:25](=[O:26])[O:27][CH2:28][CH3:29])[cH:24]3)[cH:8][cH:9]1.[CH2:34]1[O:35][CH2:36][CH2:37][O:38][CH2:39]1.[ClH:42].[Na+:41].[OH-:40].[OH2:43]>>[C:1]([CH3:2])(=[O:3])[c:4]1[c:5]([OH:33])[c:6]([CH2:30][CH2:31][CH3:32])[c:7]([S:10][CH2:11][CH2:12][CH2:13][CH2:14][S:15][c:16]2[nH:17][c:18]3[c:19]([n:20]2)[cH:21][cH:22][c:23]([C:25](=[O:26])[OH:27])[cH:24]3)[cH:8][cH:9]1. Starting materials: BrC1=CC=C(CBr)C=C1 (4-bromobenzyl bromide), CS(=O)[O-].[Na+] (sodium methanesulfinate). The solvent is CN(C)C=O (DMF), O (water). Run at temperature 60 celsius. The product is BrC1=CC=C(C=C1)CS(=O)(=O)C (1-Bromo-4-methanesulfonylmethylbenzene). Reaction SMILES: [Br:1][C:2]1[CH:9]=[CH:8][C:5]([CH2:6]Br)=[CH:4][CH:3]=1.[CH3:10][S:11]([O-:13])=[O:12].[Na+]>CN(C=O)C.O>[Br:1][C:2]1[CH:9]=[CH:8][C:5]([CH2:6][S:11]([CH3:10])(=[O:13])=[O:12])=[CH:4][CH:3]=1 |f:1.2|. Reported procedure: A stirred suspension of 4-bromobenzyl bromide (1.0 g, 4.0 mmol) and sodium methanesulfinate (2.04 g, 20 mmol) in DMF (10 mL) is heated 1 h at 60° C. The reaction mixture is then cooled to RT, diluted with water (200 mL) and extracted into EtOAc (3×25 mL). The combined EtOAc phases are washed with water (2×50 mL) and brine (25 mL) then dried (MgSO4) and reduced in vacuo to afford the title compound. The reactants are N(=NC(=O)OCC)C(=O)OCC (Diethyl azodicarboxylate), CN(C)CC[C@H]1CC2=CC=C(C=C2CC1)O (2-(R)-[2-(N,N-dimethylamino)ethyl]-6-hydroxytetralin), COC1=CC=C(C(=O)OC2=CC=C(C=C2)CO)C=C1 (4-(hydroxymethyl)phenyl 4-methoxybenzoate), C1(=CC=CC=C1)P(C1=CC=CC=C1)C1=CC=CC=C1 (triphenylphosphine). Solvent: C1CCOC1 (THF). Conditions: time 2 hour. The product is CN(C)CC[C@H]1CC2=CC=C(C=C2CC1)OCC1=CC=C(C=C1)OC(=O)C1=CC=C(C=C1)OC (2-(R)-[2-(N,N-Dimethylamino)ethy]-6-(4-[(4-methoxyphenyl)carbonyloxy]benzyloxy)tetralin). Isolated yield 50.9%. Reaction SMILES: N(C(OCC)=O)=NC(OCC)=O.[CH3:13][N:14]([CH2:16][CH2:17][C@@H:18]1[CH2:27][CH2:26][C:25]2[C:20](=[CH:21][CH:22]=[C:23]([OH:28])[CH:24]=2)[CH2:19]1)[CH3:15].[CH3:29][O:30][C:31]1[CH:47]=[CH:46][C:34]([C:35]([O:37][C:38]2[CH:43]=[CH:42][C:41]([CH2:44]O)=[CH:40][CH:39]=2)=[O:36])=[CH:33][CH:32]=1.C1(P(C2C=CC=CC=2)C2C=CC=CC=2)C=CC=CC=1>C1COCC1>[CH3:13][N:14]([CH2:16][CH2:17][C@@H:18]1[CH2:27][CH2:26][C:25]2[C:20](=[CH:21][CH:22]=[C:23]([O:28][CH2:44][C:41]3[CH:40]=[CH:39][C:38]([O:37][C:35]([C:34]4[CH:33]=[CH:32][C:31]([O:30][CH3:29])=[CH:47][CH:46]=4)=[O:36])=[CH:43][CH:42]=3)[CH:24]=2)[CH2:19]1)[CH3:15]. Procedure: Diethyl azodicarboxylate (40% toluene solution, 0.95 g) was added dropwise to THF solution (6 ml) of 2-(R)-[2-(N,N-dimethylamino)ethyl]-6-hydroxytetralin (300 mg), 4-(hydroxymethyl)phenyl 4-methoxybenzoate (530 mg), and triphenylphosphine (430 mg) under ice-cooling. After stirring for 2 hours at room temperature, the reaction mixture was concentrated. The residue was purified using alumina column chromatography (development solvent; hexane˜hexane:ethyl acetate=10:1), and the titled compound (320...